Task: describe an organic reaction: reactants, conditions, products, and yield. Dataset: the Open Reaction Database (ORD), a public repository of structured organic reaction records The reactants are CC=1NC(CSC1C1C(=CN(C=C1)C(=O)OCC(Cl)(Cl)Cl)Cl)=O (5-methyl-6-[1-(2,2,2-trichloroethoxycarbonyl)-3-chloro-1,4-dihydro-4-pyridinyl]-2H-1,4-thiazin-3(4H)-one), [S] (sulfur). Run in CN(C=O)C (N,N-dimethylformamide). Run at temperature 160 celsius, time 5 hour. The product is CC=1NC(CSC1C1=C(C=NC=C1)Cl)=O (5-methyl-6-(3-chloro-4-pyridinyl)-2H-1,4-thiazin-3(4H)-one). Isolated yield 57.7%. Reaction SMILES: [CH3:1][C:2]1[NH:3][C:4](=[O:23])[CH2:5][S:6][C:7]=1[CH:8]1[CH:13]=[CH:12][N:11](C(OCC(Cl)(Cl)Cl)=O)[CH:10]=[C:9]1[Cl:22].[S]>CN(C)C=O>[CH3:1][C:2]1[NH:3][C:4](=[O:23])[CH2:5][S:6][C:7]=1[C:8]1[CH:13]=[CH:12][N:11]=[CH:10][C:9]=1[Cl:22] |^3:23|. Procedure details: A mixture of 5-methyl-6-[1-(2,2,2-trichloroethoxycarbonyl)-3-chloro-1,4-dihydro-4-pyridinyl]-2H-1,4-thiazin-3(4H)-one (0.25 g) and sulfur sublimed (0.125 g) in N,N-dimethylformamide (2 ml) was stirred at 160° C. for 5 hours. The solvent was removed under reduced pressure and the residue was extracted with 2N hydrochloric acid. The insoluble matter was removed by filtration and the filtrate was washed with ether and was adjusted to pH about 7.5 by 2N aqueous sodium hydroxide. The resulting precip... Reactants: O(C1=CC=CC=C1)C=1C=CC(=NC1)OC1CN2CCC1CC2 (3-[(5-phenoxypyridin-2-yl)oxy]quinuclidine), Cl (HCl), O1CCOCC1 (1,4-dioxane). Solvent: C(C)(=O)OCC (ethyl acetate). Yields the product Cl.O(C1=CC=CC=C1)C=1C=CC(=NC1)OC1CN2CCC1CC2 (3-[(5-phenoxypyridin-2-yl)oxy]quinuclidine hydrochloride). Reaction SMILES: [O:1]([C:8]1[CH:9]=[CH:10][C:11]([O:14][CH:15]2[CH:20]3[CH2:21][CH2:22][N:17]([CH2:18][CH2:19]3)[CH2:16]2)=[N:12][CH:13]=1)[C:2]1[CH:7]=[CH:6][CH:5]=[CH:4][CH:3]=1.[ClH:23].O1CCOCC1>C(OCC)(=O)C>[ClH:23].[O:1]([C:8]1[CH:9]=[CH:10][C:11]([O:14][CH:15]2[CH:20]3[CH2:21][CH2:22][N:17]([CH2:18][CH2:19]3)[CH2:16]2)=[N:12][CH:13]=1)[C:2]1[CH:3]=[CH:4][CH:5]=[CH:6][CH:7]=1 |f:4.5|. Procedure details: The product of Example 28B (210 mg, 0.71 mmol) in ethyl acetate (5 mL) was treated with 4M HCl in 1,4-dioxane (0.5 mL, 2 mmol). The title compound was obtained as a solid (120 mg, yield, 80%). 1H NMR (MeOH-d4, 300 MHz) δ 1.85–2.20 (m, 3H), 2.30–2.45 (m, 1H), 2.56–2.64 (m, 1H), 3.35–3.50 (m, 5H), 3.80–3.9(m, 1H), 5.35 (m, 1H), 6.88–7.00 (m, 3H), 7.06–7.14 (m, 1H), 7.30–7.38 (m, 2H), 7.45 (dd, J=8.8, 3.0 Hz, 1H), 7.88 (d, J=2.3 Hz, 1H) ppm. MS (DCl/NH3) m/z 297 (M+H)+. Anal. Calculated for C20H20N... Starting materials: CC(C)(C)OC(=O)N1CCN(c2cc3c(cc2F)n2c(=O)n(O)c(=O)cc2n3C2CC2)CC1, Cl, C1COCCO1. Yields the product O=c1cc2n(C3CC3)c3cc(N4CCNCC4)c(F)cc3n2c(=O)n1O, Cl. As a reaction SMILES: [CH:1]1([n:4]2[c:5]3[n:6]([c:7]4[c:8]2[cH:9][c:10]([N:14]2[CH2:15][CH2:16][N:17]([C:20]([O:21][C:22]([CH3:23])([CH3:24])[CH3:25])=[O:26])[CH2:18][CH2:19]2)[c:11]([F:13])[cH:12]4)[c:27](=[O:33])[n:28]([OH:32])[c:29](=[O:31])[cH:30]3)[CH2:2][CH2:3]1.[ClH:34].[O:35]1[CH2:36][CH2:37][O:38][CH2:39][CH2:40]1>>[CH:1]1([n:4]2[c:5]3[n:6]([c:7]4[c:8]2[cH:9][c:10]([N:14]2[CH2:15][CH2:16][NH:17][CH2:18][CH2:19]2)[c:11]([F:13])[cH:12]4)[c:27](=[O:33])[n:28]([OH:32])[c:29](=[O:31])[cH:30]3)[CH2:2][CH2:3]1.[ClH:34]. Reactants: O1C2=C(C=CC=3C[C@@H]4[C@@H]5CCC(C1[C@@]5(C23)CCN4C)=O)C=C (4,5-epoxy-17-methyl-3-vinylmorphinan-6-one). The reagents and catalysts are [Pd] (Pd on charcoal). The solvent is CCO (EtOH). Run at time 8 hour. The product is O1C2=C(C=CC=3C[C@@H]4[C@@H]5CCC(C1[C@@]5(C23)CCN4C)=O)CC (4,5-Epoxy-3-ethyl-17-methylmorphinan-6-one). The yield is 63.8%. As a reaction SMILES: [O:1]1[CH:13]2[C@@:14]34[CH2:16][CH2:17][N:18]([CH3:19])[C@@H:8]([C@@H:9]3[CH2:10][CH2:11][C:12]2=[O:20])[CH2:7][C:6]2=[C:15]4[C:2]1=[C:3]([CH:21]=[CH2:22])[CH:4]=[CH:5]2>CCO.[Pd]>[O:1]1[CH:13]2[C@@:14]34[CH2:16][CH2:17][N:18]([CH3:19])[C@@H:8]([C@@H:9]3[CH2:10][CH2:11][C:12]2=[O:20])[CH2:7][C:6]2=[C:15]4[C:2]1=[C:3]([CH2:21][CH3:22])[CH:4]=[CH:5]2. Procedure details: 1.2 g (4.06 mmol) of 4,5-epoxy-17-methyl-3-vinylmorphinan-6-one were dissolved in 150 ml of absolute EtOH. 1 g of 10% Pd on charcoal was added and the reaction mixture was hydrogenated in a Parr apparatus at 35 psi and at room temperature for 8 h. The catalyst was filtered off and the solvent was removed in vacuo, yielding 0.77 g of the title product. Starting materials: CS(=O)(=O)Cl (methanesulfonyl chloride), CS(=O)(=O)Cl (methanesulfonyl chloride), C1(=CC=CC=2CCCCC12)OCCO (2-(5,6,7,8-tetrahydro-1-naphthoxy)ethanol), O=C1CC(OC2=C1C=CC(=C2CCC)O)(CCC(=O)OCC)CCC(=O)OCC (diethyl 3,4-dihydro-4-oxo-7-hydroxy-8-propyl-2H-1-benzopyran-2,2-dipropanoate), C([O-])([O-])=O.[K+].[K+] (potassium carbonate), C([O-])([O-])=O.[K+].[K+] (potassium carbonate). The solvent is C(C)N(CC)CC (triethylamine), C(C)N(CC)CC (triethylamine), C(Cl)Cl (CH2Cl2). Run at temperature 0 celsius, time 1 hour. Product: O=C1CC(OC2=C1C=CC(=C2CCC)OCCOC2=CC=CC=1CCCCC21)(CCC(=O)OCC)CCC(=O)OCC (diethyl 3,4-dihydro-4-oxo-8-propyl-7-[2-[(5,6,7,8-tetrahydro-1-naphthalenyl)oxy]ethoxy]-2H-1-benzopyran-2,2-dipropanoate). Yield: 26.2%. RXN SMILES: [C:1]1([O:11][CH2:12][CH2:13][OH:14])[C:10]2[CH2:9][CH2:8][CH2:7][CH2:6][C:5]=2[CH:4]=[CH:3][CH:2]=1.CS(Cl)(=O)=O.[O:20]=[C:21]1[C:26]2[CH:27]=[CH:28][C:29](O)=[C:30]([CH2:31][CH2:32][CH3:33])[C:25]=2[O:24][C:23]([CH2:42][CH2:43][C:44]([O:46][CH2:47][CH3:48])=[O:45])([CH2:35][CH2:36][C:37]([O:39][CH2:40][CH3:41])=[O:38])[CH2:22]1.C(=O)([O-])[O-].[K+].[K+]>C(Cl)Cl.C(N(CC)CC)C>[O:20]=[C:21]1[C:26]2[CH:27]=[CH:28][C:29]([O:14][CH2:13][CH2:12][O:11][C:1]3[C:10]4[CH2:9][CH2:8][CH2:7][CH2:6][C:5]=4[CH:4]=[CH:3][CH:2]=3)=[C:30]([CH2:31][CH2:32][CH3:33])[C:25]=2[O:24][C:23]([CH2:35][CH2:36][C:37]([O:39][CH2:40][CH3:41])=[O:38])([CH2:42][CH2:43][C:44]([O:46][CH2:47][CH3:48])=[O:45])[CH2:22]1 |f:3.4.5|. Procedure details: A solution of 202 mg (1.05 mmol) of the title product of Example 59 in 10 ml of CH2Cl2 was cooled with stirring to 0° C. and treated sequentially with 370 mg (3.70 mmol) of triethylamine and 362 mg (3.15 mmol) of methanesulfonyl chloride. After one hour, the mixture was treated with another 370 mg of triethylamine and 362 mg of methanesulfonyl chloride. After one-half hour, the mixture was washed successively with water, aqueous sodium bicarbonate solution, dilute aqueous hydrochloric acid, and ... Starting materials: II (Iodine), N1=C(N=CC=C1)N1CCN(CC1)CCCCC(C)=O (6-[4-(2-pyrimidinyl)-1-piperazinyl]-2-hexanone), NC(=S)N (thiourea). Run in O (water). Conditions: temperature 110 celsius. The product is N1=C(N=CC=C1)N1CCN(CC1)CCCCC=1N=C(SC1)N (4-[4-[4-(2-Pyrimidinyl)-1-piperazinyl]butyl]-2-thiazolamine). RXN SMILES: II.[N:3]1[CH:8]=[CH:7][CH:6]=[N:5][C:4]=1[N:9]1[CH2:14][CH2:13][N:12]([CH2:15][CH2:16][CH2:17][CH2:18][C:19](=O)[CH3:20])[CH2:11][CH2:10]1.[NH2:22][C:23]([NH2:25])=[S:24]>O>[N:3]1[CH:8]=[CH:7][CH:6]=[N:5][C:4]=1[N:9]1[CH2:14][CH2:13][N:12]([CH2:15][CH2:16][CH2:17][CH2:18][C:19]2[N:22]=[C:23]([NH2:25])[S:24][CH:20]=2)[CH2:11][CH2:10]1. Procedure: Iodine, 6.34 g, is added in small portions to a mixture of 6 g of 6-[4-(2-pyrimidinyl)-1-piperazinyl]-2-hexanone (Example A) and 3.8 g of thiourea. The resulting paste is heated at 110° C. overnight. The mixture is taken up into boiling water, filtered, and basified with ammonium hydroxide. Dichloromethane is used to extract the products which are purified by silica gel chromatography to afford 2 g of recovered starting ketone, 0.8 g of 4-methyl-5-[3-[4-(2-pyrimidinyl)-1-piperazinyl]propyl]-2-th... Reactants: [Br-], O=C([O-])O, Cc1ccc([Zn+])nc1, COC(=O)c1cc(Br)cc(I)c1, [Na+], C1CCOC1, c1ccc(P(c2ccccc2)(c2ccccc2)[Pd](P(c2ccccc2)(c2ccccc2)c2ccccc2)(P(c2ccccc2)(c2ccccc2)c2ccccc2)P(c2ccccc2)(c2ccccc2)c2ccccc2)cc1. Yields the product COC(=O)c1cc(Br)cc(-c2ccc(C)cn2)c1. RXN SMILES: [Br-:13].[C:22](=[O:23])([OH:24])[O-:25].[CH3:14][c:15]1[cH:16][cH:17][c:18]([Zn+:21])[n:19][cH:20]1.[CH3:1][O:2][C:3]([c:4]1[cH:5][c:6]([Br:11])[cH:7][c:8]([I:10])[cH:9]1)=[O:12].[Na+:26].[O:27]1[CH2:28][CH2:29][CH2:30][CH2:31]1.[cH:32]1[cH:33][cH:34][c:35]([P:36]([Pd:37]([P:38]([c:39]2[cH:40][cH:41][cH:42][cH:43][cH:44]2)([c:45]2[cH:46][cH:47][cH:48][cH:49][cH:50]2)[c:51]2[cH:52][cH:53][cH:54][cH:55][cH:56]2)([P:57]([c:58]2[cH:59][cH:60][cH:61][cH:62][cH:63]2)([c:64]2[cH:65][cH:66][cH:67][cH:68][cH:69]2)[c:70]2[cH:71][cH:72][cH:73][cH:74][cH:75]2)[P:76]([c:77]2[cH:78][cH:79][cH:80][cH:81][cH:82]2)([c:83]2[cH:84][cH:85][cH:86][cH:87][cH:88]2)[c:89]2[cH:90][cH:91][cH:92][cH:93][cH:94]2)([c:95]2[cH:96][cH:97][cH:98][cH:99][cH:100]2)[c:101]2[cH:102][cH:103][cH:104][cH:105][cH:106]2)[cH:107][cH:108]1>>[CH3:1][O:2][C:3]([c:4]1[cH:5][c:6]([Br:11])[cH:7][c:8](-[c:18]2[cH:17][cH:16][c:15]([CH3:14])[cH:20][n:19]2)[cH:9]1)=[O:12]. Reactants: N1(CCOCC1)C(=O)N1CC(CC(C1)C1=CC=C(C=C1)OC(F)(F)F)C(=O)O (1-(Morpholin-4-ylcarbonyl)-5-[4-(trifluoromethoxy)phenyl]piperidine-3-carboxylic acid), FC1=CC=C(C=C1)C(N)=NO (4-fluoro-N′-hydroxybenzenecarboximidamide). Product: FC1=CC=C(C=C1)C1=NOC(=N1)C1CN(CC(C1)C1=CC=C(C=C1)OC(F)(F)F)C(=O)N1CCOCC1 (4-({3-[3-(4-Fluorophenyl)-1,2,4-oxadiazol-5-yl]-5-[4-(trifluoromethoxy)phenyl]piperidin -1-yl}carbonyl)morpholine). Reaction SMILES: [N:1]1([C:7]([N:9]2[CH2:14][CH:13]([C:15]3[CH:20]=[CH:19][C:18]([O:21][C:22]([F:25])([F:24])[F:23])=[CH:17][CH:16]=3)[CH2:12][CH:11]([C:26]([OH:28])=O)[CH2:10]2)=[O:8])[CH2:6][CH2:5][O:4][CH2:3][CH2:2]1.[F:29][C:30]1[CH:35]=[CH:34][C:33]([C:36](=[N:38]O)[NH2:37])=[CH:32][CH:31]=1>>[F:29][C:30]1[CH:35]=[CH:34][C:33]([C:36]2[N:38]=[C:26]([CH:11]3[CH2:12][CH:13]([C:15]4[CH:20]=[CH:19][C:18]([O:21][C:22]([F:23])([F:24])[F:25])=[CH:17][CH:16]=4)[CH2:14][N:9]([C:7]([N:1]4[CH2:2][CH2:3][O:4][CH2:5][CH2:6]4)=[O:8])[CH2:10]3)[O:28][N:37]=2)=[CH:32][CH:31]=1. Procedure details: 80 mg (0.20 mmol) of 1-(morpholin-4-ylcarbonyl)-5-[4-(trifluoromethoxy)phenyl]piperidine-3-carboxylic acid (Example 44A) and 34 mg (0.22 mmol, 1.1 eq.) of 4-fluoro-N′-hydroxybenzenecarboximidamide were reacted according to the General Method 1. Yield: 55 mg (53% of theory)